This data is from the Open Reaction Database (ORD), a public repository of structured organic reaction records. The task is: describe an organic reaction: reactants, conditions, products, and yield Starting materials: IC (iodomethane), C(C1=CC=CC=C1)N(CCC1=C(NC2=CC=C(C=C12)N1N=NNC1=O)C1=CC(=CC(=C1)C)C)CCCCC=1C=NC=CC1 (1-[3-{2-[benzyl-(4-pyridin-3-yl-butyl)-amino]ethyl}-2-(3,5-dimethylphenyl)-1H-indol-5-yl]-1,4-dihydrotetrazol-5-one), C([O-])([O-])=O.[K+].[K+] (potassium carbonate), solution. Isolated yield 78.1%. The solvent is C(Cl)Cl (methylene cloride). Reported procedure: To a solution of 1-[3-{2-[benzyl-(4-pyridin-3-yl-butyl)-amino]ethyl}-2-(3,5-dimethylphenyl)-1H-indol-5-yl]-1,4-dihydrotetrazol-5-one (25 mg in 1.5 mL dry N,N-dimethylformamide) at 0° C. was added 13 mg potassium carbonate followed by 0.033 mL of a 10% solution of iodomethane in methylene cloride, and the mixture stirred at low temperature. After 2 hours, the reaction was quenched by the addition of saturated aqueous ammonium chloride and the mixture extracted with ethyl acetate. The organic port... RXN SMILES: [CH2:1]([N:8]([CH2:34][CH2:35][CH2:36][CH2:37][C:38]1[CH:39]=[N:40][CH:41]=[CH:42][CH:43]=1)[CH2:9][CH2:10][C:11]1[C:19]2[C:14](=[CH:15][CH:16]=[C:17]([N:20]3[C:24](=[O:25])[NH:23][N:22]=[N:21]3)[CH:18]=2)[NH:13][C:12]=1[C:26]1[CH:31]=[C:30]([CH3:32])[CH:29]=[C:28]([CH3:33])[CH:27]=1)[C:2]1[CH:7]=[CH:6][CH:5]=[CH:4][CH:3]=1.[C:44](=O)([O-])[O-].[K+].[K+].IC>C(Cl)Cl>[CH2:1]([N:8]([CH2:34][CH2:35][CH2:36][CH2:37][C:38]1[CH:39]=[N:40][CH:41]=[CH:42][CH:43]=1)[CH2:9][CH2:10][C:11]1[C:19]2[C:14](=[CH:15][CH:16]=[C:17]([N:20]3[C:24](=[O:25])[N:23]([CH3:44])[N:22]=[N:21]3)[CH:18]=2)[NH:13][C:12]=1[C:26]1[CH:27]=[C:28]([CH3:33])[CH:29]=[C:30]([CH3:32])[CH:31]=1)[C:2]1[CH:3]=[CH:4][CH:5]=[CH:6][CH:7]=1 |f:1.2.3|. Reaction conditions: time 2 hour. The product is C(C1=CC=CC=C1)N(CCC1=C(NC2=CC=C(C=C12)N1N=NN(C1=O)C)C1=CC(=CC(=C1)C)C)CCCCC=1C=NC=CC1 (1-[3-{2-[benzyl-(4-pyridin-3-yl-butyl)amino]ethyl}-2-(3,5-dimethylphenyl)-1H-indol-5-yl]-4-methyl-1,4-dihydrotetrazol-5-one).